The task is: describe an organic reaction: reactants, conditions, products, and yield. This data is from the Open Reaction Database (ORD), a public repository of structured organic reaction records. Starting materials: C(C)OC(=O)C=1C=NC2=C(C=CC=C2C1NC1CCCC1)OC (4-cyclopentylamino-8-methoxy-quinoline-3-carboxylic acid ethyl ester), N(=C=O)C1=CC(=CC(=C1)C)C (1-isocyanato-3,5-dimethyl-benzene). Product: C1(CCCC1)N1C(N(C(C=2C=NC=3C(=CC=CC3C21)OC)=O)C2=CC(=CC(=C2)C)C)=O (1-Cyclopentyl-3-(3,5-dimethyl-phenyl)-7-methoxy-1H-pyrimido[5,4-c]quinoline-2,4-dione). Yield: 24.8%. RXN SMILES: C(O[C:4]([C:6]1[CH:7]=[N:8][C:9]2[C:14]([C:15]=1[NH:16][CH:17]1[CH2:21][CH2:20][CH2:19][CH2:18]1)=[CH:13][CH:12]=[CH:11][C:10]=2[O:22][CH3:23])=[O:5])C.[N:24]([C:27]1[CH:32]=[C:31]([CH3:33])[CH:30]=[C:29]([CH3:34])[CH:28]=1)=[C:25]=[O:26]>>[CH:17]1([N:16]2[C:15]3[C:14]4[CH:13]=[CH:12][CH:11]=[C:10]([O:22][CH3:23])[C:9]=4[N:8]=[CH:7][C:6]=3[C:4](=[O:5])[N:24]([C:27]3[CH:32]=[C:31]([CH3:33])[CH:30]=[C:29]([CH3:34])[CH:28]=3)[C:25]2=[O:26])[CH2:18][CH2:19][CH2:20][CH2:21]1. Reported procedure: 1-Cyclopentyl-3-(3,5-dimethyl-phenyl)-7-methoxy-1H-pyrimido[5,4-c]quinoline-2,4-dione (33 mg) was prepared from 4-cyclopentylamino-8-methoxy-quinoline-3-carboxylic acid ethyl ester (0.32 mmol) and 1-isocyanato-3,5-dimethyl-benzene (0.48 mmol) following general procedure C. LCMS: m/z 416 [M+1]+. Reactants: C(C1=CC=CC=C1)(=O)N[C@@H](CC(=O)O)C(=O)O (N-benzoyl-L-aspartic acid), polyethylene glycol 200, COC([C@@H](N)CC1=CC=CC=C1)=O (L-phenylalanine methyl ester), polyethylene glycol 600. Run at time 7 hour. The product is COC([C@@H](NC([C@@H](NC(C1=CC=CC=C1)=O)CC(O)=O)=O)CC1=CC=CC=C1)=O (N-benzoyl-L-aspartyl-L-phenylalanine methyl ester). The yield is 64.2%. As a reaction SMILES: [C:1]([NH:9][C@H:10]([C:15]([OH:17])=O)[CH2:11][C:12]([OH:14])=[O:13])(=[O:8])[C:2]1[CH:7]=[CH:6][CH:5]=[CH:4][CH:3]=1.[CH3:18][O:19][C:20](=[O:30])[C@H:21]([CH2:23][C:24]1[CH:29]=[CH:28][CH:27]=[CH:26][CH:25]=1)[NH2:22]>>[CH3:18][O:19][C:20](=[O:30])[C@H:21]([CH2:23][C:24]1[CH:29]=[CH:28][CH:27]=[CH:26][CH:25]=1)[NH:22][C:15](=[O:17])[C@H:10]([CH2:11][C:12](=[O:13])[OH:14])[NH:9][C:1](=[O:8])[C:2]1[CH:3]=[CH:4][CH:5]=[CH:6][CH:7]=1. Procedure: The procedure of Example 9 was followed excepting that: the quantity of N-benzoyl-L-aspartic acid was 2.85 g (10 mmol) and of the L-phenylalanine methyl ester was 2.69 g (15 mmol), in place of polyethylene glycol 600, polyethylene glycol 200 was used, the reaction time was 7 hours. N-benzoyl-L-aspartyl-L-phenylalanine methyl ester was obtained in the yield of 64.2%. Starting materials: ClC=1C(=C(C=CC1)O)C (3-chloro-2-methylphenol), [Cu]C#N (copper(I) cyanide). Solvent: N1=CC=CC=C1 (pyridine). Product: OC=1C(=C(C#N)C=CC1)C (3-hydroxy-2-methylbenzonitrile). RXN SMILES: Cl[C:2]1[C:3]([CH3:9])=[C:4]([OH:8])[CH:5]=[CH:6][CH:7]=1.[Cu][C:11]#[N:12]>N1C=CC=CC=1>[OH:8][C:4]1[C:3]([CH3:9])=[C:2]([CH:7]=[CH:6][CH:5]=1)[C:11]#[N:12]. Reported procedure: A further process starts from 3-chloro-2-methylphenol (Cresp et al., J. Chem. Soc. Perkin Trans.1, 2435(1974)). This is reacted with copper(I) cyanide in pyridine at boiling heat to give 3-hydroxy-2-methylbenzonitrile. In the second stage, the nitrile is hydrolyzed to 3-hydroxy-2-methylbenzoic acid (2) in 18 hours in a boiling mixture of water, glacial acetic acid and concentrated sulfuric acid. The first stage of this process has the significant disadvantage that very toxic copper(I) cyanide is... Product: C(=C)C1=C2CN(CC2=CC=C1)C(=O)O[C@@H]1C[C@H](N(C1)C(=O)OC(C)(C)C)C(=O)OC (1-t-Butyl 2-methyl (2S,4R)-4-{[(4-vinyl-1,3-dihydro-2H-isoindol-2-yl)carbonyl]oxy}pyrrolidine-1,2-dicarboxylate). Procedure details: To a solution of 1-t-butyl 2-methyl (2S,4R)-4-{[(4-bromo-1,3-dihydro-2H-isoindol-2-yl)carbonyl]oxy}pyrrolidine-1,2-dicarboxylate (10.0 g, 21.3 mmol) in EtOH (200 mL) was added potassium vinyltrifluoroborate (4.28 g, 32 mmol) and Et3OH (4.5 mL, 32 mmol) followed by dichloro[1,1-bis(diphenylphosphino)ferrocene]palladium (II) chloride dichloromethane adduct (175 mg, 0.21 mmol). The reaction mixture was heated to reflux for 6 hours, cooled to RT, diluted with 10% aqueous KHSO4. The EtOH was removed ... As a reaction SMILES: Br[C:2]1[CH:10]=[CH:9][CH:8]=[C:7]2[C:3]=1[CH2:4][N:5]([C:11]([O:13][C@H:14]1[CH2:18][N:17]([C:19]([O:21][C:22]([CH3:25])([CH3:24])[CH3:23])=[O:20])[C@H:16]([C:26]([O:28][CH3:29])=[O:27])[CH2:15]1)=[O:12])[CH2:6]2.[CH:30]([B-](F)(F)F)=[CH2:31].[K+]>CCO.OS([O-])(=O)=O.[K+]>[CH:30]([C:2]1[CH:10]=[CH:9][CH:8]=[C:7]2[C:3]=1[CH2:4][N:5]([C:11]([O:13][C@H:14]1[CH2:18][N:17]([C:19]([O:21][C:22]([CH3:24])([CH3:25])[CH3:23])=[O:20])[C@H:16]([C:26]([O:28][CH3:29])=[O:27])[CH2:15]1)=[O:12])[CH2:6]2)=[CH2:31] |f:1.2,4.5|. Run in OS(=O)(=O)[O-].[K+] (KHSO4), CCO (EtOH). The reactants are BrC1=C2CN(CC2=CC=C1)C(=O)O[C@@H]1C[C@H](N(C1)C(=O)OC(C)(C)C)C(=O)OC (1-t-butyl 2-methyl (2S,4R)-4-{[(4-bromo-1,3-dihydro-2H-isoindol-2-yl)carbonyl]oxy}pyrrolidine-1,2-dicarboxylate), C(=C)[B-](F)(F)F.[K+] (potassium vinyltrifluoroborate), dichloro[1,1-bis(diphenylphosphino)ferrocene]palladium (II) chloride dichloromethane. The reactants are C(=O)CCCCCCCCC (capraldehyde), O.C1CCOC1 (H2O THF). Reagents/catalysts: [Ti] (titanium). Run in C(C)OCC (diethyl ether). Conditions: temperature -74 celsius, time 2 hour. The product is C=CC[C@H](CCCCCCCCC)O ((S)-1-tridecen-4-ol). Yield: 71.0%. RXN SMILES: [CH:1]([CH2:3][CH2:4][CH2:5][CH2:6][CH2:7][CH2:8][CH2:9][CH2:10][CH3:11])=[O:2].O.[CH2:13]1[CH2:17]OC[CH2:14]1>C(OCC)C.[Ti]>[CH2:14]=[CH:13][CH2:17][C@@H:1]([OH:2])[CH2:3][CH2:4][CH2:5][CH2:6][CH2:7][CH2:8][CH2:9][CH2:10][CH3:11] |f:1.2|. Reported procedure: A solution of 1.25 mmol of the titanium compound of Example 2b in 60 ml of diethyl ether is cooled to -74° C. and 0.19 ml (0.1 mmol) of freshly distilled capraldehyde is added. The slightly yellow, clear solution is stirred for a further 2 hours at -74° C. and 5 ml of a 5N H2O/THF solution are added and the mixture is warmed to RT, stirred for a further hour at this temperature, filtered with suction and evaporated on a rotary evaporator. The crude product (1.13 g of clear, colourless oil) is fl... Reactants: CCBr, CCCC[N+](CCCC)(CCCC)CCCC, C1CCOC1, COc1ccc(C(CCO)N2Cc3ccccc3C2=O)cc1OC, [Cl-], [H-], [I-], [NH4+], [Na+]. Yields the product CCOCCC(c1ccc(OC)c(OC)c1)N1Cc2ccccc2C1=O. Reaction SMILES: [CH2:25]([CH3:26])[Br:27].[CH2:33]([N+:34]([CH2:35][CH2:36][CH2:37][CH3:38])([CH2:39][CH2:40][CH2:41][CH3:42])[CH2:43][CH2:44][CH2:45][CH3:46])[CH2:47][CH2:48][CH3:49].[CH2:50]1[O:51][CH2:52][CH2:53][CH2:54]1.[CH3:1][O:2][c:3]1[cH:4][c:5]([CH:11]([CH2:12][CH2:13][OH:14])[N:15]2[C:16](=[O:24])[c:17]3[cH:18][cH:19][cH:20][cH:21][c:22]3[CH2:23]2)[cH:6][cH:7][c:8]1[O:9][CH3:10].[Cl-:30].[H-:29].[I-:32].[NH4+:31].[Na+:28]>>[CH3:1][O:2][c:3]1[cH:4][c:5]([CH:11]([CH2:12][CH2:13][O:14][CH2:25][CH3:26])[N:15]2[C:16](=[O:24])[c:17]3[cH:18][cH:19][cH:20][cH:21][c:22]3[CH2:23]2)[cH:6][cH:7][c:8]1[O:9][CH3:10]. RXN SMILES: [CH3:1][CH:2]([CH3:13])[CH2:3][O:4][C:5]1[CH:12]=[CH:11][C:8]([CH:9]=O)=[CH:7][CH:6]=1.C(O)(=O)[CH2:15][C:16]([OH:18])=[O:17].N1C=CC=CC=1.[OH-].[Na+]>CCOCC>[CH3:1][CH:2]([CH3:13])[CH2:3][O:4][C:5]1[CH:12]=[CH:11][C:8]([CH:9]=[CH:15][C:16]([OH:18])=[O:17])=[CH:7][CH:6]=1 |f:3.4|. Reactants: CC(COC1=CC=C(C=O)C=C1)C (4-(2-methylpropoxy)benzaldehyde), C(CC(=O)O)(=O)O (malonic acid), N1=CC=CC=C1 (pyridine), [OH-].[Na+] (sodium hydroxide). Solvent: CCOCC (ether). Reaction conditions: temperature 130 celsius, time 24 hour. Yield: 27.0%. Procedure: A 500 mL, 1 neck, round-bottomed flask equipped with a magnetic stirrer and reflux condenser is charged with 4-(2-methylpropoxy)benzaldehyde (17.84 g, 0.100 mol, as from Example 2a), malonic acid (10.42 g, 0.100 mol), and 19 mL of pyridine. The mixture is heated with stirring in a 130° C. oil bath for 24 hours, then stirred at room temperature for 16 hours. The reaction mixture is then poured into a separatory funnel containing 300 mL of pH 12 aqueous sodium hydroxide and 300 mL of ether. The la... Product: CC(COC1=CC=C(C=CC(=O)O)C=C1)C (4-(2-methylpropoxy)cinnamic acid). The reactants are CCOC(C)=O, COC(=O)Cl, ClCCl, Nc1nccc(Oc2ccc3c(C(=O)Nc4cccc(C(F)(F)F)c4)cccc3c2)n1, O, c1ccncc1. Product: COC(=O)Nc1nccc(Oc2ccc3c(C(=O)Nc4cccc(C(F)(F)F)c4)cccc3c2)n1. RXN SMILES: [CH3:46][CH2:47][O:48][C:49]([CH3:50])=[O:51].[Cl:32][C:33](=[O:34])[O:35][CH3:36].[Cl:43][CH2:44][Cl:45].[F:1][C:2]([c:3]1[cH:4][c:5]([NH:9][C:10](=[O:11])[c:12]2[cH:13][cH:14][cH:15][c:16]3[cH:17][c:18]([O:22][c:23]4[n:24][c:25]([NH2:29])[n:26][cH:27][cH:28]4)[cH:19][cH:20][c:21]23)[cH:6][cH:7][cH:8]1)([F:30])[F:31].[OH2:52].[cH:37]1[cH:38][cH:39][n:40][cH:41][cH:42]1>>[F:1][C:2]([c:3]1[cH:4][c:5]([NH:9][C:10](=[O:11])[c:12]2[cH:13][cH:14][cH:15][c:16]3[cH:17][c:18]([O:22][c:23]4[n:24][c:25]([NH:29][C:33](=[O:34])[O:35][CH3:36])[n:26][cH:27][cH:28]4)[cH:19][cH:20][c:21]23)[cH:6][cH:7][cH:8]1)([F:30])[F:31].